This data is from the Open Reaction Database (ORD), a public repository of structured organic reaction records. The task is: describe an organic reaction: reactants, conditions, products, and yield Starting materials: FC(C(=O)O)(F)F (Trifluoroacetic acid), CN(C(OC(C)(C)C)=O)C1CCN(CC1)C1=NC(=CN=C1)C (tert-butyl methyl(1-(6-methylpyrazin-2-yl)piperidin-4-yl)carbamate). Solvent: ClCCl (dichloromethane). Run at time 2 hour. The product is CNC1CCN(CC1)C1=NC(=CN=C1)C (N-Methyl-1-(6-methylpyrazin-2-yl)piperidin-4-amine). Reaction SMILES: FC(F)(F)C(O)=O.[CH3:8][N:9]([CH:17]1[CH2:22][CH2:21][N:20]([C:23]2[CH:28]=[N:27][CH:26]=[C:25]([CH3:29])[N:24]=2)[CH2:19][CH2:18]1)C(=O)OC(C)(C)C>ClCCl>[CH3:8][NH:9][CH:17]1[CH2:18][CH2:19][N:20]([C:23]2[CH:28]=[N:27][CH:26]=[C:25]([CH3:29])[N:24]=2)[CH2:21][CH2:22]1. Procedure details: Trifluoroacetic acid (2 ml) was added at 0° C. to a solution of tert-butyl methyl(1-(6-methylpyrazin-2-yl)piperidin-4-yl)carbamate (250 mg, 0.816 mmol, 1 eq) in dichloromethane (10 ml) and the reaction mixture was stirred for 2 h at room temperature. Concentration under reduced pressure was then carried out. The crude product so obtained was used in the next stage without being purified further. Reactants: c1(cc(c(cc1C)C#N)F)B1OC(C(O1)(C)C)(C)C, c1ccc2n(n1)c(c(n2)C(=O)OCC)Br. Reagents/catalysts: c1ccc(cc1)-c2c3ccccc3cc4ccccc24 (9-Phenylanthracene), [O-]P(=O)([O-])[O-].[K+].[K+].[K+]   (K3PO4), O (water), P(C1CCCC1)(c1ccccc1)c1ccccc1.P(C1CCCC1)(c1ccccc1)c1ccccc1.C(Cl)Cl.[Pd](Cl)Cl.[Fe] (Pd(dppf)Cl2). Solvent: CC#N (MeCN). Run at temperature 90 celsius, time 18 hour. Yields the product Cc1cc(C#N)c(F)cc1c2c(nc3cccnn23)C(=O)O. Reaction SMILES: CC[O:1][C:2]([c:4]1[c:12](Br)[n:11]([c:6]2[n:5]1)[n:10][cH:9][cH:8][cH:7]2)=[O:3].[CH3:13][c:14]1[c:22](B2OC(C)(C)C(C)(C)O2)[cH:21][c:19]([F:20])[c:16]([C:17]#[N:18])[cH:15]1>>[CH3:13][c:14]1[c:22]([c:12]2[n:11]([c:6]3[n:5][c:4]2[C:2]([OH:1])=[O:3])[n:10][cH:9][cH:8][cH:7]3)[cH:21][c:19]([F:20])[c:16]([C:17]#[N:18])[cH:15]1.